describe an organic reaction: reactants, conditions, products, and yield From a dataset of the Open Reaction Database (ORD), a public repository of structured organic reaction records. The reactants are 90, C(C(=C)C)(=O)OC (methyl methacrylate), C(C(=C)C)(=O)Cl (methacrylyl chloride), N(=NC(C#N)(C)C)C(C#N)(C)C (azobisisobutyronitrile), C(CCCCCCC\C=C/C\C=C/CCCCC)O (linoleyl alcohol), [H-].[Al+3].[Li+].[H-].[H-].[H-] (lithium aluminium hydride), C(CCCCCCC\C=C/C\C=C/CCCCC)(=O)OC (methyl linoleate). Run in C1=CC=CC=C1 (benzene). Run at temperature 20 celsius. Yields the product C(C(=C)C)(=O)OC.C(C(=C)C)(=O)OCCCCCCCC\C=C/C\C=C/CCCCC.C(C(=C)C)(=O)O (methyl methacrylate linoleyl methacrylate methacrylic acid). As a reaction SMILES: [C:1]([O:6][CH3:7])(=[O:5])[C:2]([CH3:4])=[CH2:3].[C:8](Cl)(=[O:12])[C:9]([CH3:11])=[CH2:10].N(C(C)(C)C#N)=NC(C)(C)C#N.[CH2:26]([OH:44])[CH2:27][CH2:28][CH2:29][CH2:30][CH2:31][CH2:32][CH2:33]/[CH:34]=[CH:35]\[CH2:36]/[CH:37]=[CH:38]\[CH2:39][CH2:40][CH2:41][CH2:42][CH3:43].[H-].[Al+3].[Li+].[H-].[H-].[H-].C(OC)(=O)CCCCCCC/C=C\C/C=C\CCCCC>C1C=CC=CC=1>[C:1]([O:6][CH3:7])(=[O:5])[C:2]([CH3:4])=[CH2:3].[C:8]([O:44][CH2:26][CH2:27][CH2:28][CH2:29][CH2:30][CH2:31][CH2:32][CH2:33]/[CH:34]=[CH:35]\[CH2:36]/[CH:37]=[CH:38]\[CH2:39][CH2:40][CH2:41][CH2:42][CH3:43])(=[O:12])[C:9]([CH3:11])=[CH2:10].[C:1]([OH:6])(=[O:5])[C:2]([CH3:4])=[CH2:3] |f:4.5.6.7.8.9,12.13.14|. Reported procedure: A mixture of 90 parts of methyl methacrylate, 10 parts of methacrylyl chloride, and 2 parts of azobisisobutyronitrile was added, over a period of 3 hours, to 250 parts of dry benzene maintained at reflux under a nitrogen atmosphere. The mixture was refluxed for an additional 14 hours, cooled to 20°C and then stirred for 1 hour with 19 parts of linoleyl alcohol, prepared by lithium aluminium hydride reduction of technical methyl linoleate. The mixture was washed with water then evaporated in vacu... The reactants are [Cl-], C=C(C)CCl, [H-], [NH4+], [Na+], CN(C)C=O, Cc1cc(O)c(C)c2c1N(C=O)C(C)(C)C2. The product is C=C(C)COc1cc(C)c2c(c1C)CC(C)(C)N2C=O. Reaction SMILES: [Cl-:24].[Cl:19][CH2:20][C:21](=[CH2:22])[CH3:23].[H-:17].[NH4+:25].[Na+:18].[O:26]=[CH:27][N:28]([CH3:29])[CH3:30].[OH:1][c:2]1[c:3]([CH3:16])[c:4]2[c:8]([c:9]([CH3:11])[cH:10]1)[N:7]([CH:12]=[O:13])[C:6]([CH3:14])([CH3:15])[CH2:5]2>>[O:1]([c:2]1[c:3]([CH3:16])[c:4]2[c:8]([c:9]([CH3:11])[cH:10]1)[N:7]([CH:12]=[O:13])[C:6]([CH3:14])([CH3:15])[CH2:5]2)[CH2:22][C:21](=[CH2:20])[CH3:23]. Reactants: [BH4-], C=CCOc1cc(C#N)ccc1NC(=NC#N)Nc1ccccc1Br, C1CCOC1, [Na+]. Yields the product N#CN=C(Nc1ccc(C#N)cc1O)Nc1ccccc1Br. RXN SMILES: [BH4-:26].[CH2:1]([CH:2]=[CH2:3])[O:4][c:5]1[c:6]([NH:13][C:14](=[N:15][C:16]#[N:17])[NH:18][c:19]2[c:20]([Br:25])[cH:21][cH:22][cH:23][cH:24]2)[cH:7][cH:8][c:9]([C:11]#[N:12])[cH:10]1.[CH2:28]1[O:29][CH2:30][CH2:31][CH2:32]1.[Na+:27]>>[OH:4][c:5]1[c:6]([NH:13][C:14](=[N:15][C:16]#[N:17])[NH:18][c:19]2[c:20]([Br:25])[cH:21][cH:22][cH:23][cH:24]2)[cH:7][cH:8][c:9]([C:11]#[N:12])[cH:10]1. RXN SMILES: [Br:1][C:2]1[CH:7]=[CH:6][C:5]([C@@H:8]([C:20]2[CH:25]=[CH:24][CH:23]=[CH:22][C:21]=2[CH3:26])[CH2:9][C:10]([C:12]2[CH:13]=[N:14][C:15]([O:18]C)=[CH:16][CH:17]=2)=[O:11])=[CH:4][CH:3]=1.Cl>O1CCOCC1>[Br:1][C:2]1[CH:3]=[CH:4][C:5]([C@@H:8]([C:20]2[CH:25]=[CH:24][CH:23]=[CH:22][C:21]=2[CH3:26])[CH2:9][C:10]([C:12]2[CH:17]=[CH:16][C:15](=[O:18])[NH:14][CH:13]=2)=[O:11])=[CH:6][CH:7]=1. The solvent is O1CCOCC1 (1,4-dioxane). The reactants are BrC1=CC=C(C=C1)[C@H](CC(=O)C=1C=NC(=CC1)OC)C1=C(C=CC=C1)C ((S)-3-(4-bromophenyl)-1-(6-methoxypyridin-3-yl)-3-o-tolyl-propan-1-one), Cl (hydrochloric acid). Reported procedure: In analogy to example 162, step 2, (S)-3-(4-bromophenyl)-1-(6-methoxypyridin-3-yl)-3-o-tolyl-propan-1-one was reacted with 37% aqueous hydrochloric acid solution in 1,4-dioxane to give the title compound as a light yellow foam, MS (ESI+): m/z=396.0 [M+H]+. Yields the product BrC1=CC=C(C=C1)[C@H](CC(=O)C=1C=CC(NC1)=O)C1=C(C=CC=C1)C (5-[(S)-3-(4-Bromo-phenyl)-3-o-tolyl-propionyl]-1H-pyridin-2-one). Starting materials: CC(C)=CCO, CC(NC(=O)Cc1cccc(Cl)c1)C(=O)O. Product: CC(C)=CCOC(=O)C(C)NC(=O)Cc1cccc(Cl)c1. RXN SMILES: [CH3:17][C:18]([CH3:19])=[CH:20][CH2:21][OH:22].[Cl:1][c:2]1[cH:3][c:4]([CH2:8][C:9](=[O:10])[NH:11][CH:12]([CH3:13])[C:14](=[O:15])[OH:16])[cH:5][cH:6][cH:7]1>>[Cl:1][c:2]1[cH:3][c:4]([CH2:8][C:9](=[O:10])[NH:11][CH:12]([CH3:13])[C:14]([O:15][CH2:21][CH:20]=[C:18]([CH3:17])[CH3:19])=[O:16])[cH:5][cH:6][cH:7]1. Starting materials: C(C)(C)(C)OC(NC1=CC=C(C=C1)C(=O)N1C2CC(CC(C1)(C2)C)(C)C)=O ([4-(1,3,3-trimethyl-6-aza-bicyclo[3.2.1]octane-6-carbonyl)-phenyl]carbamic acid tert-butyl ester), C(=O)(C(F)(F)F)O (TFA). Run in C(Cl)Cl (DCM). Run at time 48 hour. The product is NC1=CC=C(C=C1)C(=O)N1C2CC(CC(C1)(C2)C)(C)C ((4-Amino-phenyl)-(1,3,3-trimethyl-6-aza-bicyclo[3.2.1]oct-6-yl)-methanone). Isolated yield 97.6%. Reaction SMILES: C(OC(=O)[NH:7][C:8]1[CH:13]=[CH:12][C:11]([C:14]([N:16]2[CH2:22][C:21]3([CH3:24])[CH2:23][CH:17]2[CH2:18][C:19]([CH3:26])([CH3:25])[CH2:20]3)=[O:15])=[CH:10][CH:9]=1)(C)(C)C.C(O)(C(F)(F)F)=O>C(Cl)Cl>[NH2:7][C:8]1[CH:9]=[CH:10][C:11]([C:14]([N:16]2[CH2:22][C:21]3([CH3:24])[CH2:23][CH:17]2[CH2:18][C:19]([CH3:26])([CH3:25])[CH2:20]3)=[O:15])=[CH:12][CH:13]=1. Reported procedure: To a solution of [4-(1,3,3-trimethyl-6-aza-bicyclo[3.2.1]octane-6-carbonyl)-phenyl]carbamic acid tert-butyl ester (11.78 g, 31.61 mmol) in DCM (150 ml) was added TFA (50 ml). The resulting mixture was stirred for 48 hrs. at room temperature and evaporated in vacuo. To the residue was added water (150 ml) and diethyl ether (50 ml) and the pH was adjusted to 8 by addition of 32% aq. sodium hydroxide. The mixture was stirred for 15 min., the precipitate filtered off, washed with water and dried in ...